Dataset: the Open Reaction Database (ORD), a public repository of structured organic reaction records. Task: describe an organic reaction: reactants, conditions, products, and yield Starting materials: COC1=C(OC2=CC(=NC=C2)C(=O)NC)C=C(C(=C1)NC)[N+](=O)[O-] ({4-[2-methoxy-4-(methylamino)-5-nitrophenoxy](2-pyridyl)}-N-methylcarboxamide), CCO (EtOH). Reagents/catalysts: [Pd] (Pd/C). Conditions: time 18 hour. Yields the product N1(CCCC1)CCCOC=1C=C(C(=CC1)N)N (4-(3-Pyrrolidinylpropoxy)benzene-1,2-diamine). Reaction SMILES: CO[C:3]1[CH:19]=[C:18]([NH:20]C)[C:17]([N+:22]([O-])=O)=[CH:16][C:4]=1[O:5][C:6]1[CH:11]=[CH:10][N:9]=[C:8]([C:12](NC)=O)C=1.[CH3:25][CH2:26]O>[Pd]>[N:9]1([CH2:10][CH2:11][CH2:6][O:5][C:4]2[CH:16]=[C:17]([NH2:22])[C:18]([NH2:20])=[CH:19][CH:3]=2)[CH2:8][CH2:12][CH2:26][CH2:25]1. Procedure details: To a solution 2-Nitro-4-(3-pyrrolidinylpropoxy)phenylamine 1 in EtOH, Pd/C (0.1 eq) is added. The reaction vessel is repeatedly purged (×3) with nitrogen, and then stirred under a hydrogen atmosphere for 18 h. The product is filtered through a Celite plug, and the plug washed with 25 mL of EtOH, to yield 2. LCMS 236.2 Rt 0.94 min. Reactants: [BH3-]C#N, CO, CC(=O)[O-], CC(=O)COc1ccc(Cl)cc1C, [NH4+], [Na+]. Yields the product Cc1cc(Cl)ccc1OCC(C)N. Reaction SMILES: [C:6](#[N:7])[BH3-:8].[CH3:23][OH:24].[CH3:2][C:3](=[O:4])[O-:5].[Cl:10][c:11]1[cH:12][c:13]([CH3:22])[c:14]([O:15][CH2:16][C:17]([CH3:18])=[O:19])[cH:20][cH:21]1.[NH4+:1].[Na+:9]>>[NH2:7][CH:17]([CH2:16][O:15][c:14]1[c:13]([CH3:22])[cH:12][c:11]([Cl:10])[cH:21][cH:20]1)[CH3:18]. Reactants: Oc1ccc(Br)cc1Cl, O=C([O-])[O-], CCOC(=O)CCl, [K+], [K+], CN(C)C=O, O. The product is CCOC(=O)COc1ccc(Br)cc1Cl. Reaction SMILES: [Br:1][c:2]1[cH:3][c:4]([Cl:9])[c:5]([OH:8])[cH:6][cH:7]1.[C:10](=[O:11])([O-:12])[O-:13].[Cl:16][CH2:17][C:18](=[O:19])[O:20][CH2:21][CH3:22].[K+:14].[K+:15].[O:24]=[CH:25][N:26]([CH3:27])[CH3:28].[OH2:23]>>[Br:1][c:2]1[cH:3][c:4]([Cl:9])[c:5]([O:8][CH2:17][C:18](=[O:19])[O:20][CH2:21][CH3:22])[cH:6][cH:7]1. The reactants are [OH-].[Na+] (NaOH), N1C=CC=2C1=NC=CC2 (1H-pyrrolo[2,3-b]pyridine), C=O (formaldehyde), N1(CCNCC1)C1=C(C#N)C=CC=C1 (2-(1-piperazinyl)benzonitrile), C(C)(=O)[O-].[Na+] (sodium acetate). The solvent is C(C)(=O)O (acetic acid), O (water). Product: N1C=C(C=2C1=NC=CC2)CN2CCN(CC2)C2=C(C#N)C=CC=C2 (2-[4-(1H-pyrrolo[2,3-b]pyridin-3-ylmethyl)-1-piperazinyl]benzonitrile). RXN SMILES: [NH:1]1[C:5]2=[N:6][CH:7]=[CH:8][CH:9]=[C:4]2[CH:3]=[CH:2]1.[N:10]1([C:16]2[CH:23]=[CH:22][CH:21]=[CH:20][C:17]=2[C:18]#[N:19])[CH2:15][CH2:14][NH:13][CH2:12][CH2:11]1.[C:24]([O-])(=O)C.[Na+].C=O.[OH-].[Na+]>O.C(O)(=O)C>[NH:1]1[C:5]2=[N:6][CH:7]=[CH:8][CH:9]=[C:4]2[C:3]([CH2:24][N:13]2[CH2:14][CH2:15][N:10]([C:16]3[CH:23]=[CH:22][CH:21]=[CH:20][C:17]=3[C:18]#[N:19])[CH2:11][CH2:12]2)=[CH:2]1 |f:2.3,5.6|. Reported procedure: 1H-pyrrolo[2,3-b]pyridine (47 mg, 0.40 mmol), 2-(1-piperazinyl)benzonitrile (65 mg, 0.48 mmol), sodium acetate (72 mg, 0.53 mmol), and formaldehyde (0.48 mmol) were combined in water and glacial acetic acid (1:2, 1 mL) and stirred at room temperature for 18 hours. The mixture was treated with a solution of 2M NaOH and concentrated under reduced pressure. The residue was treated with hot methanol. The methanol was filtered and the filter cake was washed with cold methanol to provide the title com...